From a dataset of the Open Reaction Database (ORD), a public repository of structured organic reaction records. describe an organic reaction: reactants, conditions, products, and yield Reactants: CN(C)C=O, CO, CC(C)N=C=NC(C)C, NC1CN(C(c2ccc(Cl)cc2)c2ccc(Cl)cc2)C1, ClCCl, Oc1cccc2[nH]nnc12, O=C(O)CS(=O)(=O)c1ccccc1. The product is O=C(CS(=O)(=O)c1ccccc1)NC1CN(C(c2ccc(Cl)cc2)c2ccc(Cl)cc2)C1. Reaction SMILES: [CH3:56][N:57]([CH3:58])[CH:59]=[O:60].[CH3:61][OH:62].[CH:1]([N:2]=[C:3]=[N:4][CH:5]([CH3:6])[CH3:7])([CH3:8])[CH3:9].[Cl:10][c:11]1[cH:12][cH:13][c:14]([CH:17]([N:18]2[CH2:19][CH:20]([NH2:22])[CH2:21]2)[c:23]2[cH:24][cH:25][c:26]([Cl:29])[cH:27][cH:28]2)[cH:15][cH:16]1.[Cl:53][CH2:54][Cl:55].[OH:43][c:44]1[c:45]2[n:46][n:47][nH:48][c:49]2[cH:50][cH:51][cH:52]1.[c:30]1([S:36](=[O:37])(=[O:38])[CH2:39][C:40](=[O:41])[OH:42])[cH:31][cH:32][cH:33][cH:34][cH:35]1>>[Cl:10][c:11]1[cH:12][cH:13][c:14]([CH:17]([N:18]2[CH2:19][CH:20]([NH:22][C:40]([CH2:39][S:36]([c:30]3[cH:31][cH:32][cH:33][cH:34][cH:35]3)(=[O:37])=[O:38])=[O:41])[CH2:21]2)[c:23]2[cH:24][cH:25][c:26]([Cl:29])[cH:27][cH:28]2)[cH:15][cH:16]1. Product: CCOCc1nc2c(N)nc3ccccc3c2n1NCCC(C)C. As a reaction SMILES: [CH2:1]([CH3:2])[O:3][CH2:4][c:5]1[n:6]([NH:18][CH2:19][CH2:20][CH:21]([CH3:22])[CH3:23])[c:7]2[c:8]([cH:9][n:10][c:11]3[cH:12][cH:13][cH:14][cH:15][c:16]23)[n:17]1.[CH3:56][CH2:57][O:58][CH2:59][CH3:60].[CH3:61][OH:62].[Cl:48][CH2:49][Cl:50].[Cl:51][CH:52]([Cl:53])[Cl:54].[NH4+:36].[OH-:35].[OH2:55].[OH:24][O:25][C:26]([c:27]1[cH:28][c:29]([Cl:30])[cH:31][cH:32][cH:33]1)=[O:34].[c:37]1([CH3:38])[cH:39][cH:40][c:41]([S:42]([Cl:43])(=[O:44])=[O:45])[cH:46][cH:47]1>>[CH2:1]([CH3:2])[O:3][CH2:4][c:5]1[n:6]([NH:18][CH2:19][CH2:20][CH:21]([CH3:22])[CH3:23])[c:7]2[c:8]([c:9]([NH2:36])[n:10][c:11]3[cH:12][cH:13][cH:14][cH:15][c:16]23)[n:17]1. Starting materials: CCOCc1nc2cnc3ccccc3c2n1NCCC(C)C, CCOCC, CO, ClCCl, ClC(Cl)Cl, [NH4+], [OH-], O, O=C(OO)c1cccc(Cl)c1, Cc1ccc(S(=O)(=O)Cl)cc1. Starting materials: [NH4+].[OH-] (NH4OH), Cl.Cl.N1(CCCC1)CCOC1=CC=C(CC=2C3=C(SC2C2=CC=C(C=C2)NC(=O)C=2N=CNC2)C=CC=C3)C=C1 (3-[4-[2-(1-Pyrrolidinyl)ethoxy]benzyl]-2-[4-(4-imidazolylcarbonylamino)phenyl]benzo[b]thiophene Dihydrochloride), O1N=CC=C1C(=O)O (5-isoxazolecarboxylic acid), oxalate salt, CO (MeOH). Run in C(Cl)(Cl)Cl (CHCl3). The product is C(C(=O)O)(=O)O.N1(CCCC1)CCOC1=CC=C(CC=2C3=C(SC2C2=CC=C(C=C2)NC(=O)C2=NOC=C2)C=CC=C3)C=C1 (3-[4-[2-(1-Pyrrolidinyl)ethoxy]benzyl]-2-[4-(3-isoxazolylcarbonylamino)phenyl]benzo[b]thiophene Oxalate). Yield: 95.0%. Reaction SMILES: Cl.Cl.[N:3]1([CH2:8][CH2:9][O:10][C:11]2[CH:40]=[CH:39][C:14]([CH2:15][C:16]3[C:17]4[CH:38]=[CH:37][CH:36]=[CH:35][C:18]=4[S:19][C:20]=3[C:21]3[CH:26]=[CH:25][C:24]([NH:27][C:28]([C:30]4[N:31]=CN[CH:34]=4)=[O:29])=[CH:23][CH:22]=3)=[CH:13][CH:12]=2)[CH2:7][CH2:6][CH2:5][CH2:4]1.[O:41]1[C:45]([C:46]([OH:48])=[O:47])=CC=N1.CO.[NH4+].[OH-]>C(Cl)(Cl)Cl>[C:46]([OH:48])(=[O:47])[C:45]([OH:10])=[O:41].[N:3]1([CH2:8][CH2:9][O:10][C:11]2[CH:12]=[CH:13][C:14]([CH2:15][C:16]3[C:17]4[CH:38]=[CH:37][CH:36]=[CH:35][C:18]=4[S:19][C:20]=3[C:21]3[CH:26]=[CH:25][C:24]([NH:27][C:28]([C:30]4[CH:34]=[CH:45][O:41][N:31]=4)=[O:29])=[CH:23][CH:22]=3)=[CH:39][CH:40]=2)[CH2:7][CH2:6][CH2:5][CH2:4]1 |f:0.1.2,5.6,8.9|. Reported procedure: By essentially following the conditions described in Example 1, Part F, the free base of the title compound was prepared as a foam from 2-(4-aminophenyl)-3-[4-[2-(1-pyrrolidinyl)ethoxy]benzyl]benzo[b]thiophene (Example 16; Part D) and 5-isoxazolecarboxylic acid in 95% yield following radial chromatography (SiO2; 1% then 2% then 3% MeOH in CHCl3 sat'd with NH4OH). The product was converted to the oxalate salt according to the proceedure described in Example 1, Part G. Reactants: CCCN(C(=O)C(F)(F)F)C1CCc2ccc(OCC)cc2C1, CO, [Na+], [OH-]. Product: CCCNC1CCc2ccc(OCC)cc2C1. As a reaction SMILES: [CH2:1]([CH3:2])[O:3][c:4]1[cH:5][cH:6][c:7]2[c:12]([cH:13]1)[CH2:11][CH:10]([N:14]([C:15](=[O:16])[C:17]([F:18])([F:19])[F:20])[CH2:21][CH2:22][CH3:23])[CH2:9][CH2:8]2.[CH3:24][OH:25].[Na+:27].[OH-:26]>>[CH2:1]([CH3:2])[O:3][c:4]1[cH:5][cH:6][c:7]2[c:12]([cH:13]1)[CH2:11][CH:10]([NH:14][CH2:21][CH2:22][CH3:23])[CH2:9][CH2:8]2. Starting materials: ClC1=C(C(=O)O)C(=CC=C1)F (2-chloro-6-fluorobenzoic acid), ClC1=CC=C(C=C1)C(CN)C1CCOCC1 (2-(4-chlorophenyl)-2-(tetrahydro-2H-pyran-4-yl)ethanamine). Product: ClC1=C(C(=O)NCC(C2CCOCC2)C2=CC=C(C=C2)Cl)C(=CC=C1)F (2-chloro-6-fluoro-N-(2-(4-chlorophenyl)-2-(tetrahydro-2H-pyran-4-yl)ethyl)benzamide). RXN SMILES: [Cl:1][C:2]1[CH:10]=[CH:9][CH:8]=[C:7]([F:11])[C:3]=1[C:4]([OH:6])=O.[Cl:12][C:13]1[CH:18]=[CH:17][C:16]([CH:19]([CH:22]2[CH2:27][CH2:26][O:25][CH2:24][CH2:23]2)[CH2:20][NH2:21])=[CH:15][CH:14]=1>>[Cl:1][C:2]1[CH:10]=[CH:9][CH:8]=[C:7]([F:11])[C:3]=1[C:4]([NH:21][CH2:20][CH:19]([C:16]1[CH:15]=[CH:14][C:13]([Cl:12])=[CH:18][CH:17]=1)[CH:22]1[CH2:23][CH2:24][O:25][CH2:26][CH2:27]1)=[O:6]. Reported procedure: From 2-chloro-6-fluorobenzoic acid and 2-(4-chlorophenyl)-2-(tetrahydro-2H-pyran-4-yl)ethanamine. LCMS (MH+): m/z=396.1, tR (minutes, Method G)=2.36 Reactants: C1=CC=CC=2C3=CC=CC=C3N(C12)C=1C=C(C=C(C1)N1C2=CC=CC=C2C=2C=CC=CC12)C=1OC(=NN1)C1=CC(=CC=C1)OC (2-(3,5-dicarbazol-9-ylphenyl)-5-(3-methoxyphenyl)-1,3,4-oxadiazole), B(Br)(Br)Br (BBr3), ice water, B(Br)(Br)Br (BBr3), C(=O)=O.CC(=O)C (dry-ice acetone). The solvent is ClCCl (dichloromethane). Run at time 5.5 hour. Yields the product C1=CC=CC=2C3=CC=CC=C3N(C12)C=1C=C(C=C(C1)N1C2=CC=CC=C2C=2C=CC=CC12)C1=NN=C(O1)C=1C=C(C=CC1)O (3-(5-(3,5-dicarbazol-9-ylphenyl)-1,3,4-oxadiazol-2-yl)phenol). Reaction SMILES: [CH:1]1[C:13]2[N:12]([C:14]3[CH:15]=[C:16]([C:33]4[O:34][C:35]([C:38]5[CH:43]=[CH:42][CH:41]=[C:40]([O:44]C)[CH:39]=5)=[N:36][N:37]=4)[CH:17]=[C:18]([N:20]4[C:32]5[CH:31]=[CH:30][CH:29]=[CH:28][C:27]=5[C:26]5[C:21]4=[CH:22][CH:23]=[CH:24][CH:25]=5)[CH:19]=3)[C:11]3[C:6](=[CH:7][CH:8]=[CH:9][CH:10]=3)[C:5]=2[CH:4]=[CH:3][CH:2]=1.B(Br)(Br)Br.C(=O)=O.CC(C)=O>ClCCl>[CH:22]1[C:21]2[N:20]([C:18]3[CH:17]=[C:16]([C:33]4[O:34][C:35]([C:38]5[CH:39]=[C:40]([OH:44])[CH:41]=[CH:42][CH:43]=5)=[N:36][N:37]=4)[CH:15]=[C:14]([N:12]4[C:13]5[CH:1]=[CH:2][CH:3]=[CH:4][C:5]=5[C:6]5[C:11]4=[CH:10][CH:9]=[CH:8][CH:7]=5)[CH:19]=3)[C:32]3[C:27](=[CH:28][CH:29]=[CH:30][CH:31]=3)[C:26]=2[CH:25]=[CH:24][CH:23]=1 |f:2.3|. Procedure: To a solution of 2-(3,5-dicarbazol-9-ylphenyl)-5-(3-methoxyphenyl)-1,3,4-oxadiazole (0.95 g, 1.63 mmol) in dichloromethane (20.0 ml) was dropwise added BBr3 (7.0 ml, 1M in dichloromethane) at −78° C. (dry-ice/acetone) under nitrogen. After addition of BBr3 solution, the reaction was taken to room temperature and kept at room temperature for 5.5 h. The reaction mixture was poured into ice-water (70.0 ml). Dichloromethane was evaporated under reduced pressure. The white solid was collected by filt... Starting materials: Fc1cccc(CSc2nc(Cl)c3sc(Br)nc3n2)c1F, CO, Cl, [K+], [OH-]. Yields the product COc1nc2nc(SCc3cccc(F)c3F)nc(Cl)c2s1. As a reaction SMILES: [Br:1][c:2]1[s:3][c:4]2[c:5]([n:6][c:7]([S:11][CH2:12][c:13]3[c:14]([F:20])[c:15]([F:19])[cH:16][cH:17][cH:18]3)[n:8][c:9]2[Cl:10])[n:21]1.[CH3:25][OH:26].[ClH:24].[K+:23].[OH-:22]>>[c:2]1([O:22][CH3:25])[s:3][c:4]2[c:5]([n:6][c:7]([S:11][CH2:12][c:13]3[c:14]([F:20])[c:15]([F:19])[cH:16][cH:17][cH:18]3)[n:8][c:9]2[Cl:10])[n:21]1. The reactants are CO, [K+], [OH-], CCCCCC(O)C=CC1C(O)CC2Cc3c(cccc3OCC(=O)O)CC21. Yields the product CCCCCC(O)CCC1C(O)CC2Cc3c(cccc3OCC(=O)O)CC21. Reaction SMILES: [CH3:31][OH:32].[K+:30].[OH-:29].[OH:1][CH:2]1[CH2:3][CH:4]2[CH:5]([CH2:6][c:7]3[cH:8][cH:9][cH:10][c:11]([O:14][CH2:15][C:16](=[O:17])[OH:18])[c:12]3[CH2:13]2)[CH:19]1[CH:20]=[CH:21][CH:22]([CH2:23][CH2:24][CH2:25][CH2:26][CH3:27])[OH:28]>>[OH:1][CH:2]1[CH2:3][CH:4]2[CH:5]([CH2:6][c:7]3[cH:8][cH:9][cH:10][c:11]([O:14][CH2:15][C:16](=[O:17])[OH:18])[c:12]3[CH2:13]2)[CH:19]1[CH2:20][CH2:21][CH:22]([CH2:23][CH2:24][CH2:25][CH2:26][CH3:27])[OH:28]. Reactants: CC=1C=NNC1 (4-methyl-1H-pyrazole), BrC=1C=NC(=NC1)N (5-bromopyrimidin-2-amine), CNC1C(CCCC1)NC (N,N′-dimethylcyclohexane-1,2-diamine), C([O-])([O-])=O.[K+].[K+] (potassium carbonate). Reagents/catalysts: [Cu]I (copper(I) iodide). The solvent is CN(C=O)C (N,N-dimethylformamide). The product is CC=1C=NN(C1)C=1C=NC(=NC1)N (5-(4-methyl-1H-pyrazol-1-yl)pyrimidin-2-amine). Reaction SMILES: [CH3:1][C:2]1[CH:3]=[N:4][NH:5][CH:6]=1.Br[C:8]1[CH:9]=[N:10][C:11]([NH2:14])=[N:12][CH:13]=1.CNC1CCCCC1NC.C(=O)([O-])[O-].[K+].[K+]>CN(C)C=O.[Cu]I>[CH3:1][C:2]1[CH:3]=[N:4][N:5]([C:8]2[CH:9]=[N:10][C:11]([NH2:14])=[N:12][CH:13]=2)[CH:6]=1 |f:3.4.5|. Procedure: A suspension of 4-methyl-1H-pyrazole (0.72 g, 0.0088 mol), 5-bromopyrimidin-2-amine (1.3 g, 7.3 mmol), copper(I) iodide (58.2 mg, 0.306 mmol), N,N′-dimethylcyclohexane-1,2-diamine (0.193 mL, 1.22 mmol), potassium carbonate (1.77 g, 12.8 mmol) in N,N-dimethylformamide (5.0 mL) was irradiated under microwave at 180° C. for 1 h. After cooling, the mixture was purified by chromatography on silica gel with methanol in methylene chloride (0-10%) to afford the desired product. LCMS: (M+H)=176.0. Yield: 100.0%. Reaction SMILES: [F:1][C:2]1[C:7]([F:8])=[CH:6][C:5]([F:9])=[C:4]([F:10])[C:3]=1[OH:11].C(=O)([O-])[O-].[K+].[K+].Br[CH2:19][CH2:20][CH2:21][CH2:22][CH2:23][CH2:24][CH3:25].O>CCC(C)=O.CCCC[N+](CCCC)(CCCC)CCCC.[Br-]>[CH2:19]([O:11][C:3]1[C:2]([F:1])=[C:7]([F:8])[CH:6]=[C:5]([F:9])[C:4]=1[F:10])[CH2:20][CH2:21][CH2:22][CH2:23][CH2:24][CH3:25] |f:1.2.3,7.8|. The reagents and catalysts are CCCC[N+](CCCC)(CCCC)CCCC.[Br-] (TBAB). Run in CCC(=O)C (MEK), CCC(=O)C (MEK). Reported procedure: To 20.0 g of 2,3,5,6-tetrafluorophenol (1) dissolved in 100 mL of MEK there were added 18.3 g of potassium carbonate, 4.26 g of TBAB and 23.7 g of bromoheptane dissolved in 50 mL of MEK, with heating under reflux for 4 hours. After cooling and addition of water, the organic layer was separated and the aqueous layer was extracted with diethyl ether. The organic layers were combined, were washed with saturated brine, and were then dried over anhydrous magnesium sulfate. The solvent was evaporated ... The product is C(CCCCCC)OC1=C(C(=CC(=C1F)F)F)F (4-heptyloxy-2,3,5,6-tetrafluorobenzene). The reactants are C([O-])([O-])=O.[K+].[K+] (potassium carbonate), BrCCCCCCC (bromoheptane), O (water), FC1=C(C(=C(C=C1F)F)F)O (2,3,5,6-tetrafluorophenol).